This data is from the Open Reaction Database (ORD), a public repository of structured organic reaction records. The task is: describe an organic reaction: reactants, conditions, products, and yield The reactants are C(C)(=O)OC[C@H]1O[C@H]([C@@H]([C@H](C1OC(C)=O)OC(C)=O)OC(C)=O)OC(C)=O ([(2R,4S,5R,6S)-3,4,5,6-tetraacetoxytetrahydropyran-2-yl]methyl acetate), BrC1=CC=C(C=C1)CC1CNC2=CC=CC(=C12)C (3-[(4-bromophenyl)methyl]-4-methyl-indoline), C(C)(=O)O (acetic acid). The solvent is CO (methanol). Reaction conditions: time 8 hour. The product is C(C)(=O)OC[C@H]1O[C@H]([C@@H]([C@H]([C@@H]1OC(C)=O)OC(C)=O)OC(C)=O)N1CC(C2=C(C=CC=C12)C)CC1=CC=C(C=C1)Br ([(2R,3R,4S,5R,6R)-3,4,5-triacetoxy-6-[3-[(4-bromophenyl)methyl]-4-methyl-indolin-1-yl]tetrahydropyran-2-yl]methyl acetate). Yield: 34.0%. RXN SMILES: [C:1]([O:4][CH2:5][C@@H:6]1[CH:11]([O:12][C:13](=[O:15])[CH3:14])[C@H:10]([O:16][C:17](=[O:19])[CH3:18])[C@@H:9]([O:20][C:21](=[O:23])[CH3:22])[C@H:8](OC(=O)C)[O:7]1)(=[O:3])[CH3:2].[Br:28][C:29]1[CH:34]=[CH:33][C:32]([CH2:35][CH:36]2[C:44]3[C:39](=[CH:40][CH:41]=[CH:42][C:43]=3[CH3:45])[NH:38][CH2:37]2)=[CH:31][CH:30]=1.C(O)(=O)C>CO>[C:1]([O:4][CH2:5][C@@H:6]1[C@@H:11]([O:12][C:13](=[O:15])[CH3:14])[C@H:10]([O:16][C:17](=[O:19])[CH3:18])[C@@H:9]([O:20][C:21](=[O:23])[CH3:22])[C@H:8]([N:38]2[C:39]3[C:44](=[C:43]([CH3:45])[CH:42]=[CH:41][CH:40]=3)[CH:36]([CH2:35][C:32]3[CH:31]=[CH:30][C:29]([Br:28])=[CH:34][CH:33]=3)[CH2:37]2)[O:7]1)(=[O:3])[CH3:2]. Procedure details: Add [(2R,4S,5R,6S)-3,4,5,6-tetraacetoxytetrahydropyran-2-yl]methyl acetate (10.6 mmol) and 3-[(4-bromophenyl)methyl]-4-methyl-indoline (10.6 mmol) to a solution of acetic acid (69.8 mmol) in methanol (80 mL). Stir at room temperature overnight. Filter the reaction mixture through a glass frit and wash the filter cake with methanol (2×10 mL). Dry the filter cake under vacuum to yield the title compound (2.3g, 3.6 mmol): MS (m/z): 632 (M+H).